Dataset: the Open Reaction Database (ORD), a public repository of structured organic reaction records. Task: describe an organic reaction: reactants, conditions, products, and yield Starting materials: CC1=CC=C(CCOC2=NC=C(C=C2)[N+](=O)[O-])C=C1 (2-(4-Methylphenethyloxy)-5-nitropyridine), [H][H] (hydrogen). Reagents/catalysts: [Pd] (palladium charcoal). Solvent: C(C)O (ethanol). The product is CC1=CC=C(CCOC2=NC=C(C=C2)N)C=C1 (2-(4-methylphenethyloxy)-5-aminopyridine). Isolated yield 94.8%. RXN SMILES: [CH3:1][C:2]1[CH:19]=[CH:18][C:5]([CH2:6][CH2:7][O:8][C:9]2[CH:14]=[CH:13][C:12]([N+:15]([O-])=O)=[CH:11][N:10]=2)=[CH:4][CH:3]=1.[H][H]>C(O)C.[Pd]>[CH3:1][C:2]1[CH:3]=[CH:4][C:5]([CH2:6][CH2:7][O:8][C:9]2[CH:14]=[CH:13][C:12]([NH2:15])=[CH:11][N:10]=2)=[CH:18][CH:19]=1. Procedure details: 2-(4-Methylphenethyloxy)-5-nitropyridine (3.7 g) and 1.7 g of 5% palladium charcoal were suspended in 37 ml of ethanol, and catalytic reduction was carried out until 1.1 liters of hydrogen were absorbed. After removal of the catalyst by filtration, the solvent was distilled out under reduced pressure. The crystals were collected on a glass filter and washed with ether to give 3.1 g of 2-(4-methylphenethyloxy)-5-aminopyridine as yellow crystals. Yield, 84.9%. M.P., 64.5°-65° C. Reactants: CC1=NN=C2N1N=C(C=C2)C2=CC(=CC=C2)N (3-methyl-6-[3-(amino)phenyl]-1,2,4-triazolo[4,3-b]pyridazine), CC(C(=O)Cl)(C)C (trimethylacetyl chloride), C(C)(C)N(CC)C(C)C (diisopropylethylamine), C([O-])(O)=O.[Na+] (sodium bicarbonate). The solvent is ClCCl (dichloromethane). Conditions: time 3 hour. Product: CC(C(=O)NC1=CC(=CC=C1)C=1C=CC=2N(N1)C(=NN2)C)(C)C (2,2-Dimethyl-N-[3-(3-methyl-1,2,4-triazolo[4,3-b]pyridazin-6-yl)phenyl]-propanamide). Reaction SMILES: [CH3:1][C:2]1[N:6]2[N:7]=[C:8]([C:11]3[CH:16]=[CH:15][CH:14]=[C:13]([NH2:17])[CH:12]=3)[CH:9]=[CH:10][C:5]2=[N:4][N:3]=1.[CH3:18][C:19]([CH3:24])([CH3:23])[C:20](Cl)=[O:21].C(N(C(C)C)CC)(C)C.C(=O)(O)[O-].[Na+]>ClCCl>[CH3:18][C:19]([CH3:24])([CH3:23])[C:20]([NH:17][C:13]1[CH:14]=[CH:15][CH:16]=[C:11]([C:8]2[CH:9]=[CH:10][C:5]3[N:6]([C:2]([CH3:1])=[N:3][N:4]=3)[N:7]=2)[CH:12]=1)=[O:21] |f:3.4|. Reported procedure: To solution of 8.0 g of 3-methyl-6-[3-(amino)phenyl]-1,2,4-triazolo[4,3-b]pyridazine in 1.5 liters of dichloromethane was added 4.6 ml of trimethylacetyl chloride and 6.8 ml of diisopropylethylamine. The mixture was stirred for 3 hours and then poured into 200 ml of aqueous saturated sodium bicarbonate. The organic layer was separated, dried, and the solvent was removed in vacuo. The residue was recrystallized from dichloromethane-hexane to give 9.2 g of white crystals, mp 256°-258° C.